From a dataset of the Open Reaction Database (ORD), a public repository of structured organic reaction records. describe an organic reaction: reactants, conditions, products, and yield Starting materials: Nc1ncccc1Br, CCOC(C)=O, COCCOC, [Na+], [Na+], O=C([O-])[O-], O, OB(O)c1ccc(O)cc1, c1ccc(P(c2ccccc2)(c2ccccc2)[Pd](P(c2ccccc2)(c2ccccc2)c2ccccc2)(P(c2ccccc2)(c2ccccc2)c2ccccc2)P(c2ccccc2)(c2ccccc2)c2ccccc2)cc1. Yields the product Nc1ncccc1-c1ccc(O)cc1. Reaction SMILES: [Br:1][c:2]1[c:3]([NH2:8])[n:4][cH:5][cH:6][cH:7]1.[CH3:25][CH2:26][O:27][C:28]([CH3:29])=[O:30].[CH3:31][O:32][CH2:33][CH2:34][O:35][CH3:36].[Na+:19].[Na+:20].[O-:21][C:22](=[O:23])[O-:24].[OH2:37].[OH:9][c:10]1[cH:11][cH:12][c:13]([B:16]([OH:17])[OH:18])[cH:14][cH:15]1.[cH:38]1[cH:39][cH:40][c:41]([P:42]([Pd:43]([P:44]([c:45]2[cH:46][cH:47][cH:48][cH:49][cH:50]2)([c:51]2[cH:52][cH:53][cH:54][cH:55][cH:56]2)[c:57]2[cH:58][cH:59][cH:60][cH:61][cH:62]2)([P:63]([c:64]2[cH:65][cH:66][cH:67][cH:68][cH:69]2)([c:70]2[cH:71][cH:72][cH:73][cH:74][cH:75]2)[c:76]2[cH:77][cH:78][cH:79][cH:80][cH:81]2)[P:82]([c:83]2[cH:84][cH:85][cH:86][cH:87][cH:88]2)([c:89]2[cH:90][cH:91][cH:92][cH:93][cH:94]2)[c:95]2[cH:96][cH:97][cH:98][cH:99][cH:100]2)([c:101]2[cH:102][cH:103][cH:104][cH:105][cH:106]2)[c:107]2[cH:108][cH:109][cH:110][cH:111][cH:112]2)[cH:113][cH:114]1>>[c:2]1(-[c:13]2[cH:12][cH:11][c:10]([OH:9])[cH:15][cH:14]2)[c:3]([NH2:8])[n:4][cH:5][cH:6][cH:7]1.